This data is from the Open Reaction Database (ORD), a public repository of structured organic reaction records. The task is: describe an organic reaction: reactants, conditions, products, and yield Reactants: CC1(C=2C=CC(=CC2C(CC1)(C)C)C#CC1=NC=C(C=C1)CO)C (2-[2-(5,5,8,8-tetramethyl-5,6,7,8-tetrahydronaphth-2-yl)ethynyl]-5-hydroxymethylpyridine), C(C)(=O)O (acetic acid), C1(CCCCC1)N=C=NC1CCCCC1 (dicyclohexylcarbodiimide). Reagents/catalysts: CN(C1=CC=NC=C1)C (4-dimethylaminopyridine). The solvent is C(Cl)Cl (methylene chloride). Product: CC1(C=2C=CC(=CC2C(CC1)(C)C)C#CC1=NC=C(C=C1)COC(C)=O)C (2-[2-(5,5,8,8-tetramethyl-5,6,7,8-tetrahydronaphth-2-yl)ethynyl]-5-acetoxymethylpyridine). Reaction SMILES: [CH3:1][C:2]1([CH3:24])[CH2:11][CH2:10][C:9]([CH3:13])([CH3:12])[C:8]2[CH:7]=[C:6]([C:14]#[C:15][C:16]3[CH:21]=[CH:20][C:19]([CH2:22][OH:23])=[CH:18][N:17]=3)[CH:5]=[CH:4][C:3]1=2.[C:25](O)(=[O:27])[CH3:26].C1(N=C=NC2CCCCC2)CCCCC1>CN(C)C1C=CN=CC=1.C(Cl)Cl>[CH3:1][C:2]1([CH3:24])[CH2:11][CH2:10][C:9]([CH3:12])([CH3:13])[C:8]2[CH:7]=[C:6]([C:14]#[C:15][C:16]3[CH:21]=[CH:20][C:19]([CH2:22][O:23][C:25](=[O:27])[CH3:26])=[CH:18][N:17]=3)[CH:5]=[CH:4][C:3]1=2. Reported procedure: A solution of 3.195 g (10 mmol) of 2-[2-(5,5,8,8-tetramethyl-5,6,7,8-tetrahydronaphth-2-yl)ethynyl]-5-hydroxymethylpyridine, 600 mg (10 mmol) of glacial acetic acid, 2.06 g (10 mmol) of dicyclohexylcarbodiimide and 460 mg (3.765 mmol) of 4-dimethylaminopyridine in 150 ml methylene chloride is stirred at room temperature for 48 hours. The reaction mixture is then filtered and the residue washed with 50 ml of methylene chloride. The filtrate is then concentrated in vacuo and the residue is purifie... Starting materials: OC1CN(CCC1)C(=O)OC(C)(C)C (tert-butyl 3-hydroxypiperidine-1-carboxylate), ClC1=NC=CC(=C1)[N+](=O)[O-] (2-chloro-4-nitropyridine), [H-].[Na+] (sodium hydride), oil. The product is ClC1=NC=CC(=C1)OC1CN(CCC1)C(=O)OC(C)(C)C (tert-butyl 3-(2-chloropyridin-4-yloxy)piperidine-1-carboxylate). The yield is 84.5%. Reaction SMILES: [OH:1][CH:2]1[CH2:7][CH2:6][CH2:5][N:4]([C:8]([O:10][C:11]([CH3:14])([CH3:13])[CH3:12])=[O:9])[CH2:3]1.[H-].[Na+].[Cl:17][C:18]1[CH:23]=[C:22]([N+]([O-])=O)[CH:21]=[CH:20][N:19]=1>>[Cl:17][C:18]1[CH:23]=[C:22]([O:1][CH:2]2[CH2:7][CH2:6][CH2:5][N:4]([C:8]([O:10][C:11]([CH3:14])([CH3:13])[CH3:12])=[O:9])[CH2:3]2)[CH:21]=[CH:20][N:19]=1 |f:1.2|. Procedure: Using the method of Example 3, Step A, tert-butyl 3-hydroxypiperidine-1-carboxylate (1.90 g, 9.46 mmol), 60% sodium hydride in mineral oil (378 mg, 9-46 mmol), and 2-chloro-4-nitropyridine (1.50 g, 9.46 mmol) were reacted to provide tert-butyl 3-(2-chloropyridin-4-yloxy)piperidine-1-carboxylate (2.50 g, 84% yield) as an oil. 1H NMR (CDCl3) δ 8.20 (d, 1H), 6.84 (s, 1H), 6.76 (d, 1H), 4.34 (m, 1H), 3.10-4.05 (bm, 4H), 1.50-2.05 (bm; 4H), 1.40 (bs, 9H). The reactants are C[Si](C)(C)OS(=O)(=O)C(F)(F)F (trimethylsilyltriflat), C/C(=N\[Si](C)(C)C)/O[Si](C)(C)C (N,O-bis(trimethylsilyl)acetamide), C(C)(=O)OC1[C@H](OC(C)=O)[C@H](OCC2=CC=CC=C2)[C@](O1)(COS(=O)(=O)C)CS(=O)(=O)C (1,2-di-O-acetyl-3-O-benzyl-4-C-methanesulfonylmethyl-5-O-methanesulfonyl-D-ribofuranose), NC1=NC(=C2NC=NC2=N1)Cl (2-amino-6-chloropurine), C([O-])(O)=O (bicarbonate). Run in ClCCCl (1,2-dichloroethane), C(C)(=O)O (acetic acid). Run at time 15 minute. The product is C(C)(=O)O[C@H]1[C@@H](OC([C@H]1OCC1=CC=CC=C1)(COS(=O)(=O)C)COS(=O)(=O)C)N1C(=NC2=NC=NC2=C1Cl)N (1-(2-O-acetyl-3-O-benzyl-4-C-methanesulfonyloxymethyl-5-O-methanesulfonyl-β-D-ribofuranosyl)-2-amino-6-chloro purine). Reaction SMILES: C/C(/O[Si](C)(C)C)=N\[Si](C)(C)C.C(O[CH:17]1[O:33][C@:32]([CH2:40]S(C)(=O)=O)([CH2:34][O:35][S:36]([CH3:39])(=[O:38])=[O:37])[C@@H:23]([O:24][CH2:25][C:26]2[CH:31]=[CH:30][CH:29]=[CH:28][CH:27]=2)[C@H:18]1[O:19][C:20](=[O:22])[CH3:21])(=O)C.[NH2:45][C:46]1[N:54]=[C:53]2[C:49]([NH:50][CH:51]=[N:52]2)=[C:48]([Cl:55])[N:47]=1.C[Si]([O:60][S:61]([C:64](F)(F)F)(=[O:63])=[O:62])(C)C.C(=O)(O)[O-]>ClCCCl.C(O)(=O)C>[C:20]([O:19][C@@H:18]1[C@H:23]([O:24][CH2:25][C:26]2[CH:31]=[CH:30][CH:29]=[CH:28][CH:27]=2)[C:32]([CH2:34][O:35][S:36]([CH3:39])(=[O:37])=[O:38])([CH2:40][O:63][S:61]([CH3:64])(=[O:62])=[O:60])[O:33][C@H:17]1[N:47]1[C:48]([Cl:55])=[C:49]2[C:53](=[N:52][CH:51]=[N:50]2)[N:54]=[C:46]1[NH2:45])(=[O:22])[CH3:21]. Procedure details: N,O-bis(trimethylsilyl)acetamide (29.6 g, 35 ml) was added to a stirred slurry of (3) (30 g, 58.8 mmol) and 2-amino-6-chloropurine (12 g, 70 mmol) in 1,2-dichloroethane (dried over sieves, 450 ml) and the mixture was refluxed for 40 min. to give a homogenous solution. The mixture was then removed from the heat and trimethylsilyltriflat (22 ml, 118 mmol) was added dropwise. The reaction mixture was refluxed for another 2 h. The reaction mixture was cooled to room temperature and a saturated aqueo... Starting materials: C(C)(C)(C)OC(=O)N1CCN(CC1)C1=NC=C(C=C1)C=1SC2=C(N1)C=CC(=C2)N (4-[5-(6-amino-benzothiazol-2-yl)-pyridin-2-yl]-piperazine-1-carboxylic acid tert-butyl ester), CS(=O)(=O)Cl (methanesulfonyl chloride), N1=CC=CC=C1 (pyridine). Solvent: C(Cl)Cl (DCM). Yields the product CS(=O)(=O)NC1=CC2=C(N=C(S2)C=2C=CC(=NC2)N2CCN(CC2)C(=O)OC(C)(C)C)C=C1 (tert-butyl 4-(5-{6-[(methylsulfonyl)amino]-1,3-benzothiazol-2-yl}pyridin-2-yl)piperazine-1-carboxylate). The yield is 48.8%. Reaction SMILES: [C:1]([O:5][C:6]([N:8]1[CH2:13][CH2:12][N:11]([C:14]2[CH:19]=[CH:18][C:17]([C:20]3[S:21][C:22]4[CH:28]=[C:27]([NH2:29])[CH:26]=[CH:25][C:23]=4[N:24]=3)=[CH:16][N:15]=2)[CH2:10][CH2:9]1)=[O:7])([CH3:4])([CH3:3])[CH3:2].[CH3:30][S:31](Cl)(=[O:33])=[O:32].N1C=CC=CC=1>C(Cl)Cl>[CH3:30][S:31]([NH:29][C:27]1[CH:26]=[CH:25][C:23]2[N:24]=[C:20]([C:17]3[CH:18]=[CH:19][C:14]([N:11]4[CH2:10][CH2:9][N:8]([C:6]([O:5][C:1]([CH3:4])([CH3:2])[CH3:3])=[O:7])[CH2:13][CH2:12]4)=[N:15][CH:16]=3)[S:21][C:22]=2[CH:28]=1)(=[O:33])=[O:32]. Procedure details: To 4-[5-(6-amino-benzothiazol-2-yl)-pyridin-2-yl]-piperazine-1-carboxylic acid tert-butyl ester (12.7 mg, 0.031 mmol) in DCM (1 mL) was added methanesulfonyl chloride (3 μL, 0.034 mmol) followed by pyridine (3 μL, 0.034 mmol). The r.m. was stirred o.n. at r.t. The crude mixture was purified by flash column chromatography (heptane:ethyl acetate; 50:50 to 40:60), to give intermediate tert-butyl 4-(5-{6-[(methylsulfonyl)amino]-1,3-benzothiazol-2-yl}pyridin-2-yl)piperazine-1-carboxylate (7.4 mg) as ...